From a dataset of the Open Reaction Database (ORD), a public repository of structured organic reaction records. describe an organic reaction: reactants, conditions, products, and yield The reactants are ClC1=CC=C(C=C1)C(C(=O)Cl)C(C)C (2-(4-chlorophenyl)-isovaleryl chloride), N1=C(C=CC=C1)C (picoline), ClC(=CC1=C(C=O)C=CC=C1)Cl (2-(2,2-dichlorovinyl)-benzaldehyde). Solvent: C1(=CC=CC=C1)C (toluene). Reaction conditions: time 30 minute. Yields the product ClC1=CC=C(C=C1)C(C(=O)OCC1=C(C=CC=C1)C=C(Cl)Cl)C(C)C (2-(2,2-dichlorovinyl)-benzyl 2-(4-chlorophenyl)-isovalerate). As a reaction SMILES: [Cl:1][C:2]1[CH:7]=[CH:6][C:5]([CH:8]([CH:12]([CH3:14])[CH3:13])[C:9](Cl)=[O:10])=[CH:4][CH:3]=1.N1C=CC=CC=1C.[Cl:22][C:23]([Cl:33])=[CH:24][C:25]1[CH:32]=[CH:31][CH:30]=[CH:29][C:26]=1[CH:27]=[O:28]>C1(C)C=CC=CC=1>[Cl:1][C:2]1[CH:7]=[CH:6][C:5]([CH:8]([CH:12]([CH3:14])[CH3:13])[C:9]([O:28][CH2:27][C:26]2[CH:29]=[CH:30][CH:31]=[CH:32][C:25]=2[CH:24]=[C:23]([Cl:22])[Cl:33])=[O:10])=[CH:4][CH:3]=1. Procedure: 2.8 g (0.012 mole) of 2-(4-chlorophenyl)-isovaleryl chloride in 50 ml of absolute toluene are introduced into 1.2 g (0.013 mole) of -picoline and 3.2 g (0.015 mole) of 2-(2,2-dichlorovinyl)-benzaldehyde in a conical flask at room temperature, while stirring. After 30 minutes, the mixture is filtered under suction over silica gel, and washing is carried out with toluene. Starting materials: CCOC(=O)C=Cc1ccccc1, CO, [H][H]. Product: CCOC(=O)CCc1ccccc1. RXN SMILES: [C:1]([CH:2]=[CH:3][c:4]1[cH:5][cH:6][cH:7][cH:8][cH:9]1)(=[O:10])[O:11][CH2:12][CH3:13].[CH3:16][OH:17].[H:14][H:15]>>[C:1]([CH2:2][CH2:3][c:4]1[cH:5][cH:6][cH:7][cH:8][cH:9]1)(=[O:10])[O:11][CH2:12][CH3:13]. The reactants are C1(CC1)C(C)OC=1C=C(C(=O)OC)C=CC1 (Methyl 3-(1-cyclopropylethoxy)benzoate), [BH4-].[Li+] (lithium borohydride). Run in O1CCCC1 (tetrahydrofuran). Run at temperature 50 celsius. Yields the product C1(CC1)C(C)OC=1C=C(C=CC1)CO ([3-(1-cyclopropylethoxy)phenyl]methanol). Reaction SMILES: [CH:1]1([CH:4]([O:6][C:7]2[CH:8]=[C:9]([CH:14]=[CH:15][CH:16]=2)[C:10](OC)=[O:11])[CH3:5])[CH2:3][CH2:2]1.[BH4-].[Li+]>O1CCCC1>[CH:1]1([CH:4]([O:6][C:7]2[CH:8]=[C:9]([CH2:10][OH:11])[CH:14]=[CH:15][CH:16]=2)[CH3:5])[CH2:3][CH2:2]1 |f:1.2|. Procedure: Methyl 3-(1-cyclopropylethoxy)benzoate (11.7 g, 53.1 mmol) in tetrahydrofuran (212 mL) was added lithium borohydride (80.0 ml, 159 mmol). The reaction was heated at 50° C. for twelve hours. The reaction was quenched with methanol. The solvents were concentrated. The residue was dissolved in ethyl acetate and washed with saturated NaHCO3. The aqueous layer was extracted three times with dichloromethane and the organics were combined, washed twice with water, dried with MgSO4, filtered, and concen... Starting materials: O=C([O-])[O-], CN(C)C=O, CCI, [K+], [K+], N#Cc1c(N2CCc3ccccc3CC2)nc(N)[nH]c1=O. The product is CCOc1nc(N)nc(N2CCc3ccccc3CC2)c1C#N. As a reaction SMILES: [C:25](=[O:26])([O-:27])[O-:28].[CH3:31][N:32]([CH3:33])[CH:34]=[O:35].[I:22][CH2:23][CH3:24].[K+:29].[K+:30].[NH2:1][c:2]1[nH:3][c:4](=[O:21])[c:5]([C:19]#[N:20])[c:6]([N:8]2[CH2:9][CH2:10][c:11]3[c:12]([cH:15][cH:16][cH:17][cH:18]3)[CH2:13][CH2:14]2)[n:7]1>>[NH2:1][c:2]1[n:3][c:4]([O:21][CH2:23][CH3:24])[c:5]([C:19]#[N:20])[c:6]([N:8]2[CH2:9][CH2:10][c:11]3[c:12]([cH:15][cH:16][cH:17][cH:18]3)[CH2:13][CH2:14]2)[n:7]1. The reactants are CC1(OC2=C(NC1=O)C=CC=C2)C (2,2-dimethyl-4H-benzo[1,4]oxazin-3-one), C(C(C)(C)C)(=O)OCI (iodomethyl pivalate), OC1=CC=C(C=C1)C(CC(=O)OC)C#CC (methyl 3-(4-hydroxyphenyl)hex-4-ynoate). Product: CC1(OC2=C(N(C1=O)COC1=CC=C(C=C1)C(CC(=O)O)C#CC)C=CC=C2)C (3-[4-(2,2-dimethyl-3-oxo-2,3-dihydrobenzo[1,4]oxazin-4-ylmethoxy)phenyl]hex-4-ynoic acid). Reaction SMILES: [CH3:1][C:2]1([CH3:13])[C:7](=[O:8])[NH:6][C:5]2[CH:9]=[CH:10][CH:11]=[CH:12][C:4]=2[O:3]1.[C:14](OCI)(=O)C(C)(C)C.[OH:23][C:24]1[CH:29]=[CH:28][C:27]([CH:30]([C:36]#[C:37][CH3:38])[CH2:31][C:32]([O:34]C)=[O:33])=[CH:26][CH:25]=1>>[CH3:1][C:2]1([CH3:13])[C:7](=[O:8])[N:6]([CH2:14][O:23][C:24]2[CH:29]=[CH:28][C:27]([CH:30]([C:36]#[C:37][CH3:38])[CH2:31][C:32]([OH:34])=[O:33])=[CH:26][CH:25]=2)[C:5]2[CH:9]=[CH:10][CH:11]=[CH:12][C:4]=2[O:3]1. Procedure: Analogously to example 6, 2,2-dimethyl-4H-benzo[1,4]oxazin-3-one, iodomethyl pivalate and methyl 3-(4-hydroxyphenyl)hex-4-ynoate were used to obtain 3-[4-(2,2-dimethyl-3-oxo-2,3-dihydrobenzo[1,4]oxazin-4-ylmethoxy)phenyl]hex-4-ynoic acid. Reactants: FC1=NC=C(C=C1C1=NC(=NC(=N1)C)N(CC1=CC=C(C=C1)OC)CC1=CC=C(C=C1)OC)CN1CCN(CC1)S(=O)(=O)C (4-(2-fluoro-5-((4-(methylsulfonyl)piperazin-1-yl)methyl)pyridin-3-yl)-N,N-bis(4-methoxybenzyl)-6-methyl-1,3,5-triazin-2-amine), COC1=CC=C(CN2C=NC3=C2C=CC(=C3)N)C=C1 (1-(4-methoxybenzyl)-1H-benzo[d]imidazol-5-amine), COC1=CC=C(CN2C=NC3=C2C=C(C=C3)N)C=C1 (1-(4-methoxybenzyl)-1H-benzo[d]imidazol-6-amine). Product: NC1=NC(=NC(=N1)C)C=1C(=NC=C(C1)CN1CCN(CC1)S(=O)(=O)C)NC1=CC2=C(NC=N2)C=C1 (N-(3-(4-Amino-6-Methyl-1,3,5-Triazin-2-yl)-5-((4-(Methylsulfonyl)Piperazin-1-yl)Methyl)Pyridin-2-yl)-1H-Benzo[D]Imidazol-5-Amine), solid. Isolated yield 5.5%. Reaction SMILES: F[C:2]1[C:7]([C:8]2[N:13]=[C:12]([CH3:14])[N:11]=[C:10]([N:15](CC3C=CC(OC)=CC=3)CC3C=CC(OC)=CC=3)[N:9]=2)=[CH:6][C:5]([CH2:34][N:35]2[CH2:40][CH2:39][N:38]([S:41]([CH3:44])(=[O:43])=[O:42])[CH2:37][CH2:36]2)=[CH:4][N:3]=1.COC1C=CC(C[N:52]2[C:56]3[CH:57]=[CH:58][C:59]([NH2:61])=[CH:60][C:55]=3[N:54]=[CH:53]2)=CC=1.COC1C=CC(CN2C3C=C(N)C=CC=3N=C2)=CC=1>>[NH2:15][C:10]1[N:11]=[C:12]([CH3:14])[N:13]=[C:8]([C:7]2[C:2]([NH:61][C:59]3[CH:58]=[CH:57][C:56]4[NH:52][CH:53]=[N:54][C:55]=4[CH:60]=3)=[N:3][CH:4]=[C:5]([CH2:34][N:35]3[CH2:36][CH2:37][N:38]([S:41]([CH3:44])(=[O:42])=[O:43])[CH2:39][CH2:40]3)[CH:6]=2)[N:9]=1. Procedure details: The title compound was prepared in an analogous manner to that described in Example 246 using 4-(2-fluoro-5-((4-(methylsulfonyl)piperazin-1-yl)methyl)pyridin-3-yl)-N,N-bis(4-methoxybenzyl)-6-methyl-1,3,5-triazin-2-amine and a mixture of 1-(4-methoxybenzyl)-1H-benzo[d]imidazol-5-amine and 1-(4-methoxybenzyl)-1H-benzo[d]imidazol-6-amine regioisomers, and was isolated as yellow amorphous solid (5.5%). m/z (ESI, +ve ion) 495.2 (M+H)+. 1H NMR (400 MHz, d6-DMSO) δ 12.29 (1H, br. s.); 12.04 (1H, br. s.... The reactants are CN(C)C=O, O=[N+]([O-])c1ccnc(Cl)c1, [H-], Nc1ncnc2[nH]nc(I)c12, [Na+]. The product is Nc1ncnc2c1c(I)nn2-c1ccnc(Cl)c1. RXN SMILES: [CH3:24][N:25]([CH3:26])[CH:27]=[O:28].[Cl:14][c:15]1[n:16][cH:17][cH:18][c:19]([N+:21]([O-:22])=[O:23])[cH:20]1.[H-:12].[I:1][c:2]1[n:3][nH:4][c:5]2[n:6][cH:7][n:8][c:9]([NH2:11])[c:10]12.[Na+:13]>>[I:1][c:2]1[n:3][n:4](-[c:19]2[cH:18][cH:17][n:16][c:15]([Cl:14])[cH:20]2)[c:5]2[n:6][cH:7][n:8][c:9]([NH2:11])[c:10]12.